From a dataset of the Open Reaction Database (ORD), a public repository of structured organic reaction records. describe an organic reaction: reactants, conditions, products, and yield RXN SMILES: [CH2:24]1[O:25][CH2:26][CH2:27][CH2:28]1.[CH3:1][O:2][C:3]([CH2:4][CH2:5][CH2:6][CH2:7][CH2:8][S:9][c:10]1[cH:11][cH:12][c:13]([Cl:16])[cH:14][cH:15]1)=[O:17].[CH3:22][OH:23].[K+:21].[NH2:18][OH:19].[OH-:20]>>[O:2]=[C:3]([CH2:4][CH2:5][CH2:6][CH2:7][CH2:8][S:9][c:10]1[cH:11][cH:12][c:13]([Cl:16])[cH:14][cH:15]1)[NH:18][OH:19]. Yields the product O=C(CCCCCSc1ccc(Cl)cc1)NO. The reactants are C1CCOC1, COC(=O)CCCCCSc1ccc(Cl)cc1, CO, [K+], NO, [OH-]. Reactants: ClC1=C(C=CC=C1Cl)C(C#N)=C(CF)O (2-(2,3-dichlorophenyl)-4-fluoro-3-hydroxy-2-butenenitrile), C(C)I (ethyl iodide), C([O-])([O-])=O.[K+].[K+] (potassium carbonate). Run in CN(C=O)C (dimethylformamide). The product is ClC1=C(C=CC=C1Cl)C(C#N)=C(CF)OCC (2-(2,3-dichlorophenyl)-3-ethoxy-4-fluoro-2-butenenitrile). RXN SMILES: [Cl:1][C:2]1[C:7]([Cl:8])=[CH:6][CH:5]=[CH:4][C:3]=1[C:9](=[C:12]([OH:15])[CH2:13][F:14])[C:10]#[N:11].[CH2:16](I)[CH3:17].C(=O)([O-])[O-].[K+].[K+]>CN(C)C=O>[Cl:1][C:2]1[C:7]([Cl:8])=[CH:6][CH:5]=[CH:4][C:3]=1[C:9](=[C:12]([O:15][CH2:16][CH3:17])[CH2:13][F:14])[C:10]#[N:11] |f:2.3.4|. Procedure details: Alkylation of 2-(2,3-dichlorophenyl)-4-fluoro-3-hydroxy-2-butenenitrile can suitably be achieved using ethyl iodide in dimethylformamide in the presence of potassium carbonate to afford crude 2-(2,3-dichlorophenyl)-3-ethoxy-4-fluoro-2-butenenitrile. The product is C[C@@H]([C@H](C(=O)O)NC(C1=CC=C(C=C1)C)=O)CC ((2R,3R)-3-methyl-2-((4-methylbenzoyl)amino)pentanoic Acid). As a reaction SMILES: [NH2:1][C@H:2]([C:7]([OH:9])=[O:8])[C@H:3]([CH2:5][CH3:6])[CH3:4].[C:10]1([CH3:19])[CH:15]=[CH:14][C:13]([C:16](Cl)=[O:17])=[CH:12][CH:11]=1>>[CH3:4][C@H:3]([CH2:5][CH3:6])[C@@H:2]([NH:1][C:16](=[O:17])[C:13]1[CH:14]=[CH:15][C:10]([CH3:19])=[CH:11][CH:12]=1)[C:7]([OH:9])=[O:8]. The reactants are N[C@@H]([C@@H](C)CC)C(=O)O ((L)-Isoleucine), C1(=CC=C(C=C1)C(=O)Cl)C (p-toluoyl chloride). Procedure: (L)-Isoleucine and p-toluoyl chloride were processed as described in Example 26A to provide the desired product. Reactants: C(CSCCO)O (thiodiethylene glycol), C(CCCCCCCCCCCCCC)N=C=O (n-pentadecylisocyanate). Solvent: C(COCCO)O (diethylene glycol). Yields the product C(CCCCCCCCCCCCCCCC)N=C=O (n-heptadecylisocyanate), title compound. Reaction SMILES: [CH2:1](O)[CH2:2]SCCO.[CH2:8]([N:23]=[C:24]=[O:25])[CH2:9][CH2:10][CH2:11][CH2:12][CH2:13][CH2:14][CH2:15][CH2:16][CH2:17][CH2:18][CH2:19][CH2:20][CH2:21][CH3:22]>C(O)COCCO>[CH2:8]([N:23]=[C:24]=[O:25])[CH2:9][CH2:10][CH2:11][CH2:12][CH2:13][CH2:14][CH2:15][CH2:16][CH2:17][CH2:18][CH2:19][CH2:20][CH2:21][CH2:22][CH2:1][CH3:2]. Procedure details: Following the procedure described in preparation 4, but using thiodiethylene glycol and n-pentadecylisocyanate, instead of diethylene glycol and n-heptadecylisocyanate, respectively, the title compound of this preparation was obtained in a similar yield. The reactants are BrC1=C(C=C(C=C1)OC)F (4-bromo-3-fluoroanisole), CC1=C(C=CC=C1)B(O)O (2-methylphenyl boronic acid), C([O-])([O-])=O.[Na+].[Na+] (sodium carbonate), CCOC(=O)C (EtOAc). The reagents and catalysts are [Pd].C1(=CC=CC=C1)P(C1=CC=CC=C1)C1=CC=CC=C1.C1(=CC=CC=C1)P(C1=CC=CC=C1)C1=CC=CC=C1.C1(=CC=CC=C1)P(C1=CC=CC=C1)C1=CC=CC=C1.C1(=CC=CC=C1)P(C1=CC=CC=C1)C1=CC=CC=C1 (tetrakis(triphenylphosphine) palladium). Solvent: O.CCO.C1(=CC=CC=C1)C (water EtOH toluene), CCCCCC (hexane). Product: COC1=CC(=C(C=C1)C1=C(C=CC=C1)C)F (2-fluoro-2′-methylbiphenyl-4-yl Methyl Ether). RXN SMILES: Br[C:2]1[CH:7]=[CH:6][C:5]([O:8][CH3:9])=[CH:4][C:3]=1[F:10].[CH3:11][C:12]1[CH:17]=[CH:16][CH:15]=[CH:14][C:13]=1B(O)O.C(=O)([O-])[O-].[Na+].[Na+].CCOC(C)=O>O.CCO.C1(C)C=CC=CC=1.[Pd].C1(P(C2C=CC=CC=2)C2C=CC=CC=2)C=CC=CC=1.C1(P(C2C=CC=CC=2)C2C=CC=CC=2)C=CC=CC=1.C1(P(C2C=CC=CC=2)C2C=CC=CC=2)C=CC=CC=1.C1(P(C2C=CC=CC=2)C2C=CC=CC=2)C=CC=CC=1.CCCCCC>[CH3:9][O:8][C:5]1[CH:6]=[CH:7][C:2]([C:13]2[CH:14]=[CH:15][CH:16]=[CH:17][C:12]=2[CH3:11])=[C:3]([F:10])[CH:4]=1 |f:2.3.4,6.7.8,9.10.11.12.13|. Reported procedure: A mixture of 4-bromo-3-fluoroanisole, 2-methylphenyl boronic acid, tetrakis(triphenylphosphine) palladium (5% mol) and sodium carbonate (0.23 g, 2.1 mmol) in 20 ml of water/EtOH/toluene (1:2:4) was heated to reflux for 5 h. TLC (EtOAc:hexane/2:98) showed that the reaction was over. The solvents was removed. Water (10 ml) was added. The organic was extracted with methylene chloride (3×50 ml). The combined methylene chloride layers were washed with brine, and dried over sodium sulfate. The title c... Starting materials: BrC1=CN=C2C(=N1)C(=CN2)C(=O)O (2-bromo-5H-pyrrolo[3,2-b]pyrazine-7-carboxylic acid), CC(C)(C)N (2-methylpropan-2-amine), CCN=C=NCCCN(C)C (EDCI), O (water). The reagents and catalysts are CN(C)C=1C=CN=CC1 (DMAP). The solvent is CN(C)C=O (DMF). Run at time 3 hour. Yields the product BrC1=CN=C2C(=N1)C(=CN2)C(=O)NC(C)(C)C (2-Bromo-N-tert-butyl 5H-pyrrolo[3,2-b]pyrazine-7-carboxamide). RXN SMILES: [Br:1][C:2]1[N:7]=[C:6]2[C:8]([C:11]([OH:13])=O)=[CH:9][NH:10][C:5]2=[N:4][CH:3]=1.[CH3:14][C:15]([NH2:18])([CH3:17])[CH3:16].CCN=C=NCCCN(C)C.O>CN(C1C=CN=CC=1)C.CN(C=O)C>[Br:1][C:2]1[N:7]=[C:6]2[C:8]([C:11]([NH:18][C:15]([CH3:17])([CH3:16])[CH3:14])=[O:13])=[CH:9][NH:10][C:5]2=[N:4][CH:3]=1. Reported procedure: A mixture of 2-bromo-5H-pyrrolo[3,2-b]pyrazine-7-carboxylic acid (242 mg, 1 mmol), 2-methylpropan-2-amine (110 mg, 1.5 mmol), EDCI (382 mg, 2 mmol) and DMAP (244 mg, 2 mmol) in DMF (5 mL) was stirred at room temperature for 3 hours. Then the mixture was poured into water and extracted with EtOAc (3×10 mL). The combined organic layers were washed with brine and dried over Na2SO4. After filtration and concentration, the crude residue was used to the next step without further purification. MS: (M+H... Reactants: CCOCC, ClCCl, Cl, C1COCCO1, CC(C)(C)OC(=O)NC1(c2ccc(-c3c(-c4nccs4)nc4n3-c3cccnc3Nc3ccccc3-4)cc2)CCC1. Product: NC1(c2ccc(-c3c(-c4nccs4)nc4n3-c3cccnc3Nc3ccccc3-4)cc2)CCC1. As a reaction SMILES: [CH3:52][CH2:53][O:54][CH2:55][CH3:56].[Cl:49][CH2:50][Cl:51].[ClH:42].[O:43]1[CH2:44][CH2:45][O:46][CH2:47][CH2:48]1.[s:1]1[c:2](-[c:6]2[n:7][c:8]3[n:9]([c:23]2-[c:24]2[cH:25][cH:26][c:27]([C:30]4([NH:34][C:35](=[O:36])[O:37][C:38]([CH3:39])([CH3:40])[CH3:41])[CH2:31][CH2:32][CH2:33]4)[cH:28][cH:29]2)-[c:10]2[c:11]([n:19][cH:20][cH:21][cH:22]2)[NH:12][c:13]2[c:14]-3[cH:15][cH:16][cH:17][cH:18]2)[n:3][cH:4][cH:5]1>>[s:1]1[c:2](-[c:6]2[n:7][c:8]3[n:9]([c:23]2-[c:24]2[cH:25][cH:26][c:27]([C:30]4([NH2:34])[CH2:31][CH2:32][CH2:33]4)[cH:28][cH:29]2)-[c:10]2[c:11]([n:19][cH:20][cH:21][cH:22]2)[NH:12][c:13]2[c:14]-3[cH:15][cH:16][cH:17][cH:18]2)[n:3][cH:4][cH:5]1. Reactants: O (Water), ClC1=C(C=CC=C1)B(O)O (2-chlorophenylboronic acid), aqueous solution, [O-]P([O-])(=O)OP(=O)([O-])OP(=O)([O-])[O-].[K+].[K+].[K+].[K+].[K+] (potassium triphosphate), BrC1=CC=2C3=C(C(NC2C=C1)=O)NC=C3.C(C)C(=O)[O-] (8-bromo-4-oxo-4,5-dihydro-3H-pyrrolo[2,3-c]quinoline 1-ethyl carboxylate). The reagents and catalysts are Cl[Pd]([P](C1=CC=CC=C1)(C2=CC=CC=C2)C3=CC=CC=C3)([P](C4=CC=CC=C4)(C5=CC=CC=C5)C6=CC=CC=C6)Cl (dichlorobis(triphenylphosphine)-palladium (II)). Run in O1CCOCC1 (dioxan). Conditions: temperature 110 celsius, time 20 hour. Yields the product ClC1=C(C=CC=C1)C1=CC=2C3=C(C(NC2C=C1)=O)NC=C3.C(C)C(=O)[O-] (8-(2-chlorophenyl)-4-oxo-4,5-dihydro-3H-pyrrolo[2,3-c]quinoline 1-ethyl carboxylate). The yield is 15.0%. RXN SMILES: [Cl:1][C:2]1[CH:7]=[CH:6][CH:5]=[CH:4][C:3]=1B(O)O.[O-]P(OP(OP([O-])([O-])=O)([O-])=O)(=O)[O-].[K+].[K+].[K+].[K+].[K+].Br[C:30]1[CH:39]=[CH:38][C:37]2[NH:36][C:35](=[O:40])[C:34]3[NH:41][CH:42]=[CH:43][C:33]=3[C:32]=2[CH:31]=1.[CH2:44]([C:46]([O-:48])=[O:47])[CH3:45].O>O1CCOCC1.Cl[Pd](Cl)([P](C1C=CC=CC=1)(C1C=CC=CC=1)C1C=CC=CC=1)[P](C1C=CC=CC=1)(C1C=CC=CC=1)C1C=CC=CC=1>[Cl:1][C:2]1[CH:7]=[CH:6][CH:5]=[CH:4][C:3]=1[C:30]1[CH:39]=[CH:38][C:37]2[NH:36][C:35](=[O:40])[C:34]3[NH:41][CH:42]=[CH:43][C:33]=3[C:32]=2[CH:31]=1.[CH2:44]([C:46]([O-:48])=[O:47])[CH3:45] |f:1.2.3.4.5.6,7.8,12.13,^1:58,77|. Reported procedure: 68 mg (0.01 mmol) of dichlorobis(triphenylphosphine)-palladium (II), 92 mg (0.59 mmol) of 2-chlorophenylboronic acid and 1 mL (2 mmol) of a 2M aqueous solution of tribasic potassium triphosphate are added to a degassed solution of 200 mg (0.49 mmol) of 8-bromo-4-oxo-4,5-dihydro-3H-pyrrolo[2,3-c]quinoline-1-ethyl carboxylate dissolved in 10 mL of anhydrous dioxan. The reaction mixture is stirred at 110° C. for 20 hours. Water is added and the product is extracted with ethyl acetate. The organic p... Starting materials: COC1=CC=C2CCC(CC2=C1)NCCC ((7-methoxy-1,2,3,4-tetrahydro-naphthalen-2-yl)-propyl-amine), C(C)(=O)O[BH-](OC(C)=O)OC(C)=O.[Na+] (sodium triacetoxyborohydride), Example 1, C(C)(C)(C)OC(=O)N1CCN(C(CC1)=O)CCCC=O (5-oxo-4-(4-oxo-butyl)-[1,4]diazepane-1-carboxylic acid tert-butyl ester). The solvent is 1,2-dichlororethane. Conditions: time 20 hour. The product is C(C)(C)(C)OC(=O)N1CCN(C(CC1)=O)CCCCN(CCC)C1CC2=CC(=CC=C2CC1)OC (4-{4-[(7-methoxy-1,2,3,4-tetrahydro-naphthalen-2-yl)-propyl-amino]-butyl}-5 -oxo-[1,4]diazepane-1-carboxylic acid tert-butyl ester). RXN SMILES: [CH3:1][O:2][C:3]1[CH:12]=[C:11]2[C:6]([CH2:7][CH2:8][CH:9]([NH:13][CH2:14][CH2:15][CH3:16])[CH2:10]2)=[CH:5][CH:4]=1.[C:17]([O:21][C:22]([N:24]1[CH2:30][CH2:29][C:28](=[O:31])[N:27]([CH2:32][CH2:33][CH2:34][CH:35]=O)[CH2:26][CH2:25]1)=[O:23])([CH3:20])([CH3:19])[CH3:18].C(O[BH-](OC(=O)C)OC(=O)C)(=O)C.[Na+]>>[C:17]([O:21][C:22]([N:24]1[CH2:30][CH2:29][C:28](=[O:31])[N:27]([CH2:32][CH2:33][CH2:34][CH2:35][N:13]([CH:9]2[CH2:8][CH2:7][C:6]3[C:11](=[CH:12][C:3]([O:2][CH3:1])=[CH:4][CH:5]=3)[CH2:10]2)[CH2:14][CH2:15][CH3:16])[CH2:26][CH2:25]1)=[O:23])([CH3:18])([CH3:19])[CH3:20] |f:2.3|. Reported procedure: To a solution of (7-methoxy-1,2,3,4-tetrahydro-naphthalen-2-yl)-propyl-amine prepared as described in Example 1 (800 mg, 3.3 mmol, 1 eq) in 1,2-dichlororethane (40 mL) under inert atmosphere was added 5-oxo-4-(4-oxo-butyl)-[1,4]diazepane-1-carboxylic acid tert-butyl ester (1.0 g, 3.6 mmol, 1.1 eq.) in a single portion followed by the sodium triacetoxyborohydride (1.7 g, 8.25 mmol, 2.5 eq.). The reaction was stirred at room temperature for 20 hr, concentrated in-vacuo and then partitioned between... Starting materials: [H-].[Al+3].[Li+].[H-].[H-].[H-] (lithium aluminum hydride), NC1C[C@H]2CC[C@@H](C1)N2C (3-aminotropane), C(=O)(OC(C)(C)C)OC(=O)OC(C)(C)C (di-tert-butyl dicarbonate). The product is CC1(CC2CCC(C1)N2C)N (3,8-Dimethyl-8-azabicyclo[3.2.1]octan-3-amine), CN1C2CCCC1CC(C2)N (endo-9-Methyl-9-azabicyclo[3.3.1]nonan-3-amine), granisetron exo-9-Methyl-9-azabicyclo[3.3.1]nonan-3-amine. RXN SMILES: [NH2:1][CH:2]1[CH2:8][C@H:7]2[N:9]([CH3:10])[C@H:4]([CH2:5][CH2:6]2)[CH2:3]1.[C:11](OC(OC(C)(C)C)=O)(OC(C)(C)C)=O.[H-].[Al+3].[Li+].[H-].[H-].[H-]>>[CH3:11][C:2]1([NH2:1])[CH2:3][CH:4]2[N:9]([CH3:10])[CH:7]([CH2:6][CH2:5]2)[CH2:8]1.[CH3:10][N:9]1[CH:7]2[CH2:8][CH:2]([NH2:1])[CH2:3][CH:4]1[CH2:11][CH2:5][CH2:6]2 |f:2.3.4.5.6.7|. Reported procedure: Bicycloamines that can be used in the preparation of the bicyclobase amides are commercially available, can be prepared by known procedures described in the literature, or as described below. For example, 2-Methyl-2-azabicyclo[2.2.2]octan-5-amine was obtained by the reduction of the 2-Boc-2-azabicyclo[2.2.2]octan-5-amine (J. Med. Chem. 1973, 16, 853; Synthesis 1979, 50; WO97/40016). 2-Methyl-2-azabicyclo[2.2.1]heptan-5-amine (Tetrahedron 1998, 54, 8047-8054; J. Med. Chem. 1992, 35, 2184-2191), o...